This data is from the Open Reaction Database (ORD), a public repository of structured organic reaction records. The task is: describe an organic reaction: reactants, conditions, products, and yield Starting materials: C1CCOC1, CCOC(C)=O, [H-], [Na+], O, COC(=O)c1ccc(NC(C)=O)c(CCCCOS(=O)(=O)c2ccc(C)cc2)c1O. Product: COC(=O)c1ccc(NC(C)=O)c2c1OCCCC2. As a reaction SMILES: [CH2:34]1[O:35][CH2:36][CH2:37][CH2:38]1.[CH3:39][CH2:40][O:41][C:42](=[O:43])[CH3:44].[H-:31].[Na+:32].[OH2:33].[S:1]([O:2][CH2:12][CH2:13][CH2:14][CH2:15][c:16]1[c:17]([OH:30])[c:18]([C:19](=[O:20])[O:21][CH3:22])[cH:23][cH:24][c:25]1[NH:26][C:27]([CH3:28])=[O:29])([c:3]1[cH:4][cH:5][c:6]([CH3:7])[cH:8][cH:9]1)(=[O:10])=[O:11]>>[CH2:12]1[CH2:13][CH2:14][CH2:15][c:16]2[c:17]([c:18]([C:19](=[O:20])[O:21][CH3:22])[cH:23][cH:24][c:25]2[NH:26][C:27]([CH3:28])=[O:29])[O:30]1.